From a dataset of the Open Reaction Database (ORD), a public repository of structured organic reaction records. describe an organic reaction: reactants, conditions, products, and yield The reactants are FC(C1=NC(=CC(=C1C(=O)OCC)Cl)C(F)(F)F)(F)F (Ethyl 2,6-bis(trifluoromethyl)-4-chloro-3-pyridinecarboxylate), C1=CC(=CC=C1[N+](=O)[O-])O (p-nitrophenol), C(=O)([O-])[O-].[K+].[K+] (K2CO3). The solvent is C(C(C)C)C(=O)C (methyl isobutyl ketone). Yields the product [N+](=O)([O-])C1=CC=C(OC2=C(C(=NC(=C2)C(F)(F)F)C(F)(F)F)C(=O)OCC)C=C1 (Ethyl 4-(4-nitrophenoxy)-2,6-bis(trifluoromethyl)-3-pyridinecarboxylate). Yield: 54.5%. As a reaction SMILES: [F:1][C:2]([F:20])([F:19])[C:3]1[C:8]([C:9]([O:11][CH2:12][CH3:13])=[O:10])=[C:7](Cl)[CH:6]=[C:5]([C:15]([F:18])([F:17])[F:16])[N:4]=1.[CH:21]1[C:26]([N+:27]([O-:29])=[O:28])=[CH:25][CH:24]=[C:23]([OH:30])[CH:22]=1.C([O-])([O-])=O.[K+].[K+]>C(C(C)=O)C(C)C>[N+:27]([C:26]1[CH:21]=[CH:22][C:23]([O:30][C:7]2[CH:6]=[C:5]([C:15]([F:18])([F:17])[F:16])[N:4]=[C:3]([C:2]([F:20])([F:19])[F:1])[C:8]=2[C:9]([O:11][CH2:12][CH3:13])=[O:10])=[CH:24][CH:25]=1)([O-:29])=[O:28] |f:2.3.4|. Reported procedure: A mixture of 7.0 g (0.022 mol) of product of Example 19, 3.03 g (0.022 mol) of p-nitrophenol and 3.31 g (0.024 mol) of K2CO3 in 75 ml of methyl isobutyl ketone was refluxed for 17 hours. The cooled reaction mixture was concentrated in vacuo. The residue was dissolved in ether, washed with H2O, dried (MgSO4) and concentrated in vacuo. The residue was recrystallized in hot hexane to give 5.09 g of tan solid. The solid was purified by HPLC using 3% ethyl acetate/cyclohexane as eluting solvent affor... Reactants: CCO, Cl, CCOC(=O)c1cc(-c2ccccc2)c(C(F)(F)F)s1, [Na+], [OH-]. RXN SMILES: [CH3:24][CH2:25][OH:26].[ClH:23].[F:3][C:4]([c:5]1[c:6](-[c:15]2[cH:16][cH:17][cH:18][cH:19][cH:20]2)[cH:7][c:8]([C:10](=[O:11])[O:12][CH2:13][CH3:14])[s:9]1)([F:21])[F:22].[Na+:2].[OH-:1]>>[F:3][C:4]([c:5]1[c:6](-[c:15]2[cH:16][cH:17][cH:18][cH:19][cH:20]2)[cH:7][c:8]([C:10](=[O:11])[OH:12])[s:9]1)([F:21])[F:22]. Product: O=C(O)c1cc(-c2ccccc2)c(C(F)(F)F)s1.